From a dataset of the Open Reaction Database (ORD), a public repository of structured organic reaction records. describe an organic reaction: reactants, conditions, products, and yield Reactants: C([O-])([O-])=O.[K+].[K+] (potassium carbonate), Cl (HCl), C(CC(=O)OC)(=O)OC (dimethyl malonate), BrC1=CC(=C(C=C1)F)[N+](=O)[O-] (4-bromo-1-fluoro-2-nitrobenzene). Solvent: CN(C)C=O (DMF). The product is BrC1=CC(=C(C=C1)C(C(=O)OC)C(=O)OC)[N+](=O)[O-] (dimethyl 2-(4-bromo-2-nitrophenyl)malonate). RXN SMILES: C(=O)([O-])[O-].[K+].[K+].[C:7]([O:14][CH3:15])(=[O:13])[CH2:8][C:9]([O:11][CH3:12])=[O:10].[Br:16][C:17]1[CH:22]=[CH:21][C:20](F)=[C:19]([N+:24]([O-:26])=[O:25])[CH:18]=1.Cl>CN(C=O)C>[Br:16][C:17]1[CH:22]=[CH:21][C:20]([CH:8]([C:7]([O:14][CH3:15])=[O:13])[C:9]([O:11][CH3:12])=[O:10])=[C:19]([N+:24]([O-:26])=[O:25])[CH:18]=1 |f:0.1.2|. Procedure details: Prepared according to procedure G using potassium carbonate (94.23 g, 681.8 mmol), dimethyl malonate (39.1 mL, 340.9 mmol) and 4-bromo-1-fluoro-2-nitrobenzene (28 mL, 227.27 mmol) in DMF (227 mL). After pouring over 200 mL of 2N aqueous HCl the precipitate was collected by filtration and washed with water (4 L) to give dimethyl 2-(4-bromo-2-nitrophenyl)malonate. Mass Spectrum (ESI) m/e=332 [(M+1) (79Br)] and 334 [(M+1) (81Br)]. Starting materials: [Li]CCCC, CN(C)S(=O)(=O)n1ccc(C(F)(F)F)n1, ClC(Cl)(Cl)C(Cl)(Cl)Cl, C1CCOC1. Yields the product CN(C)S(=O)(=O)n1nc(C(F)(F)F)cc1Cl. As a reaction SMILES: [CH2:16]([Li:17])[CH2:18][CH2:19][CH3:20].[CH3:1][N:2]([S:3](=[O:4])(=[O:5])[n:6]1[n:7][c:8]([C:11]([F:12])([F:13])[F:14])[cH:9][cH:10]1)[CH3:15].[Cl:21][C:22]([C:23]([Cl:24])([Cl:25])[Cl:26])([Cl:27])[Cl:28].[O:29]1[CH2:30][CH2:31][CH2:32][CH2:33]1>>[CH3:1][N:2]([S:3](=[O:4])(=[O:5])[n:6]1[n:7][c:8]([C:11]([F:12])([F:13])[F:14])[cH:9][c:10]1[Cl:21])[CH3:15].